Dataset: the Open Reaction Database (ORD), a public repository of structured organic reaction records. Task: describe an organic reaction: reactants, conditions, products, and yield Reactants: C[C@H]1[C@H](N(CCC1)C(=O)C1=NC(=CC=C1N1N=CC=N1)C)CNC1=NC=C(C=C1)C(F)(F)F (((2S,3R)-3-methyl-2-(((5-(trifluoromethyl)pyridin-2-yl)amino)methyl)piperidin-1-yl)(6-methyl-3-(2H-1,2,3-triazol-2-yl)pyridin-2-yl)methanone), [H-].[Na+] (NaH), CI (MeI). Solvent: CN(C)C=O (DMF). Conditions: time 1 hour. Product: C[C@H]1[C@H](N(CCC1)C(=O)C1=NC(=CC=C1N1N=CC=N1)C)CN(C1=NC=C(C=C1)C(F)(F)F)C (((2S,3R)-3-Methyl-2-((methyl(5-(trifluoromethyl)pyridin-2-yl)amino)methyl)piperidin-1-yl)(6-methyl-3-(2H-1,2,3-triazol-2-yl)pyridin-2-yl)methanone). Reaction SMILES: [CH3:1][C@@H:2]1[CH2:7][CH2:6][CH2:5][N:4]([C:8]([C:10]2[C:15]([N:16]3[N:20]=[CH:19][CH:18]=[N:17]3)=[CH:14][CH:13]=[C:12]([CH3:21])[N:11]=2)=[O:9])[C@@H:3]1[CH2:22][NH:23][C:24]1[CH:29]=[CH:28][C:27]([C:30]([F:33])([F:32])[F:31])=[CH:26][N:25]=1.[H-].[Na+].[CH3:36]I>CN(C=O)C>[CH3:1][C@@H:2]1[CH2:7][CH2:6][CH2:5][N:4]([C:8]([C:10]2[C:15]([N:16]3[N:17]=[CH:18][CH:19]=[N:20]3)=[CH:14][CH:13]=[C:12]([CH3:21])[N:11]=2)=[O:9])[C@@H:3]1[CH2:22][N:23]([CH3:36])[C:24]1[CH:29]=[CH:28][C:27]([C:30]([F:33])([F:31])[F:32])=[CH:26][N:25]=1 |f:1.2|. Reported procedure: To a solution of ((2S,3R)-3-methyl-2-(((5-(trifluoromethyl)pyridin-2-yl)amino)methyl)piperidin-1-yl)(6-methyl-3-(2H-1,2,3-triazol-2-yl)pyridin-2-yl)methanone (0.0215 g, 0.047 mmol) in DMF (0.5 mL) at rt was added NaH (60%, 0.006 g, 0.141 mmol). The mixture was stirred at rt for 1 h, then MeI (0.013 g, 0.094 mmol) was added. The reaction was stirred at rt for another 1 h. The crude was purified via preparative-HPLC to obtain the title compound. ESI-MS (m/z): 474 [M+1]+.